Dataset: the Open Reaction Database (ORD), a public repository of structured organic reaction records. Task: describe an organic reaction: reactants, conditions, products, and yield Starting materials: C(CCC)C1=NC2=C(N1CC1=CC=C(C=C1)C=1C(=CC=CC1)C(=O)OC(C)(C)C)C=CC=C2 (tert.butyl 4'-[(2-n-butyl-benzimidazol-1-yl)-methyl]biphenyl-2-carboxylate), FC(C(=O)O)(F)F (trifluoroacetic acid). Solvent: C(Cl)Cl (methylene chloride). Yields the product C(CCC)C1=NC2=C(N1CC1=CC=C(C=C1)C=1C(=CC=CC1)C(=O)O)C=CC=C2 (4'-[(2-n-Butyl-benzimidazol-1-yl)-methyl]biphenyl-2-carboxylic acid). RXN SMILES: [CH2:1]([C:5]1[N:9]([CH2:10][C:11]2[CH:16]=[CH:15][C:14]([C:17]3[C:18]([C:23]([O:25]C(C)(C)C)=[O:24])=[CH:19][CH:20]=[CH:21][CH:22]=3)=[CH:13][CH:12]=2)[C:8]2[CH:30]=[CH:31][CH:32]=[CH:33][C:7]=2[N:6]=1)[CH2:2][CH2:3][CH3:4].FC(F)(F)C(O)=O>C(Cl)Cl>[CH2:1]([C:5]1[N:9]([CH2:10][C:11]2[CH:16]=[CH:15][C:14]([C:17]3[C:18]([C:23]([OH:25])=[O:24])=[CH:19][CH:20]=[CH:21][CH:22]=3)=[CH:13][CH:12]=2)[C:8]2[CH:30]=[CH:31][CH:32]=[CH:33][C:7]=2[N:6]=1)[CH2:2][CH2:3][CH3:4]. Procedure details: Prepared in analogous manner to Example 9 from tert.butyl 4'-[(2-n-butyl-benzimidazol-1-yl)-methyl]biphenyl-2-carboxylate and trifluoroacetic acid in methylene chloride.